This data is from the Open Reaction Database (ORD), a public repository of structured organic reaction records. The task is: describe an organic reaction: reactants, conditions, products, and yield The reactants are OC=1C=C(C=CC1)C#CC=1C=C(C=NC1)C(=O)N=[S@@](=O)(C1=CC=CC=C1)CC(=O)OCC ((S)-Ethyl [N-({5-[(3-hydroxyphenyl)ethynyl]pyridin-3-yl}carbonyl)-S-phenylsulfonimidoyl]acetate), Cl.NCC(=O)N (glycinamide hydrochloride). The product is NC(CNC(CS(=NC(C1=CN=CC(=C1)C#CC1=CC(=CC=C1)O)=O)(C1=CC=CC=C1)=O)=O)=O (N-[{2-[(2-amino-2-oxoethyl)amino]-2-oxoethyl}(oxo)phenyl-λ6-sulfanylidene]-5-[(3-hydroxyphenyl)ethynyl]nicotinamide). Isolated yield 49.4%. As a reaction SMILES: [OH:1][C:2]1[CH:3]=[C:4]([C:8]#[C:9][C:10]2[CH:11]=[C:12]([C:16]([N:18]=[S@:19]([CH2:27][C:28](OCC)=[O:29])([C:21]3[CH:26]=[CH:25][CH:24]=[CH:23][CH:22]=3)=[O:20])=[O:17])[CH:13]=[N:14][CH:15]=2)[CH:5]=[CH:6][CH:7]=1.Cl.[NH2:34][CH2:35][C:36]([NH2:38])=[O:37]>>[NH2:38][C:36](=[O:37])[CH2:35][NH:34][C:28](=[O:29])[CH2:27][S:19](=[O:20])([C:21]1[CH:26]=[CH:25][CH:24]=[CH:23][CH:22]=1)=[N:18][C:16](=[O:17])[C:12]1[CH:11]=[C:10]([C:9]#[C:8][C:4]2[CH:5]=[CH:6][CH:7]=[C:2]([OH:1])[CH:3]=2)[CH:15]=[N:14][CH:13]=1 |f:1.2|. Reported procedure: In a manner similar to that described for Example 471, (S)-Ethyl [N-({5-[(3-hydroxyphenyl)ethynyl]pyridin-3-yl}carbonyl)-S-phenylsulfonimidoyl]acetate (75 mg, 0.17 mmol) and glycinamide hydrochloride (95 mg, 0.84 mmol) were reacted to give the title compound as colorless oil (40 mg, 50%). Reactants: FC(CC[Mg]Br)=C(F)F (3,4,4-trifluoro-3-butenyl magnesium bromide), BrCCCC(=O)O (4-bromobutyric acid), C[Mg]Cl (methyl magnesium chloride), FC(CCBr)=C(F)F (3,4,4-trifluoro-3-butenyl bromide), [Mg] (magnesium). Reagents/catalysts: [Li+].[Li+].[Cl-].[Cl-].[Cl-].[Cl-].[Cu+2] (dilithium tetrachlorocuprate). Run in CCOCC (ether), S(O)(O)(=O)=O (sulfuric acid), C1CCOC1 (THF), C1CCOC1 (THF). Conditions: time 15 minute. Product: FC(CCCCCC(=O)O)=C(F)F (7,8,8-trifluoro-7-octenoic acid). Yield: 42.0%. Reaction SMILES: Br[CH2:2][CH2:3][CH2:4][C:5]([OH:7])=[O:6].C[Mg]Cl.[F:11][C:12](=[C:17]([F:19])[F:18])[CH2:13][CH2:14][Mg]Br.FC(=C(F)F)CCBr.[Mg]>C1COCC1.CCOCC.S(=O)(=O)(O)O.[Li+].[Li+].[Cl-].[Cl-].[Cl-].[Cl-].[Cu+2]>[F:11][C:12](=[C:17]([F:19])[F:18])[CH2:13][CH2:14][CH2:2][CH2:3][CH2:4][C:5]([OH:7])=[O:6] |f:8.9.10.11.12.13.14|. Procedure details: A solution of 4-bromobutyric acid (8.35 g, 0.05 mole) in anhydrous THF (100 mL) is treated dropwise with methyl magnesium chloride (0.051 mole, 17 mL of 3M solution in THF) at -25° C. with stirring in 15 min. The solution is stirred for an additional 15 min at 0° C. and treated with dilithium tetrachlorocuprate (0.002 mole, 20 mL of 0.1M solution in THF) followed by 3,4,4-trifluoro-3-butenyl magnesium bromide (0.0565 mole, prepared separately from 3,4,4-trifluoro-3-butenyl bromide and magnesium ... The reactants are C(C)(C)(C)OC(CNCC1CCCO1)=O (N-tetrahydrofurfurylglycine tert-butyl ester), C(C)(=O)SCC(C(=O)O)C (3-acetylthio-2-methylpropionic acid), C1(CCCCC1)N=C=NC1CCCCC1 (dicyclohexylcarbodiimide). Solvent: C(Cl)Cl (methylene chloride). Yields the product C(C)(C)(C)OC(CN(CC1CCCO1)C(C(CSC(C)=O)C)=O)=O (N-(3-Acetylthio-2-methylpropanoyl)-N-tetrahydrofurfurylglycine tert-butyl ester). Reaction SMILES: [C:1]([O:5][C:6](=[O:15])[CH2:7][NH:8][CH2:9][CH:10]1[O:14][CH2:13][CH2:12][CH2:11]1)([CH3:4])([CH3:3])[CH3:2].[C:16]([S:19][CH2:20][CH:21]([CH3:25])[C:22](O)=[O:23])(=[O:18])[CH3:17].C1(N=C=NC2CCCCC2)CCCCC1>C(Cl)Cl>[C:1]([O:5][C:6](=[O:15])[CH2:7][N:8]([C:22](=[O:23])[CH:21]([CH3:25])[CH2:20][S:19][C:16](=[O:18])[CH3:17])[CH2:9][CH:10]1[O:14][CH2:13][CH2:12][CH2:11]1)([CH3:4])([CH3:2])[CH3:3]. Reported procedure: To a solution of N-tetrahydrofurfurylglycine tert-butyl ester (6.6 g, 0.0307 mol) and 3-acetylthio-2-methylpropionic acid (5.3 g, 0.0327 mol) in dry methylene chloride (150 ml) chilled in an ice bath was added dicyclohexylcarbodiimide (6.7 g, 0.0325 mol). The resulting mixture was stirred with cooling for 30 minutes and then overnight at room temperature. Precipitated dicyclohexylurea was filtered and washed with a small amount of methylene chloride. Concentration of the filtrate afforded crude ... Reactants: [Si](C)(C)(C(C)(C)C)OC1=CC=C(C=C1)CC#N (4-(tert-butyldimethylsilyloxy)-phenyl-acetonitrile), BrCC(=O)OCC (ethyl bromoacetate). Yields the product C(C)OC(CC(CC(=O)OCC)(C1=CC=C(C=C1)O[Si](C)(C)C(C)(C)C)C#N)=O (3-cyano-3-[4-(tert-butyldimethyl-silyloxy)-phenyl]-pentanedioic acid diethyl ester). RXN SMILES: [Si:1]([O:8][C:9]1[CH:14]=[CH:13][C:12]([CH2:15][C:16]#[N:17])=[CH:11][CH:10]=1)([C:4]([CH3:7])([CH3:6])[CH3:5])([CH3:3])[CH3:2].Br[CH2:19][C:20]([O:22][CH2:23][CH3:24])=[O:21]>>[CH2:23]([O:22][C:20](=[O:21])[CH2:19][C:15]([C:16]#[N:17])([C:12]1[CH:11]=[CH:10][C:9]([O:8][Si:1]([C:4]([CH3:7])([CH3:6])[CH3:5])([CH3:3])[CH3:2])=[CH:14][CH:13]=1)[CH2:19][C:20]([O:22][CH2:23][CH3:24])=[O:21])[CH3:24]. Procedure details: Prepare by the method of example 1.1.2 using 4-(tert-butyldimethylsilyloxy)-phenyl-acetonitrile (0.161 mol) and ethyl bromoacetate (0.325 mol). Chromatograph on silica gel to give the title compound. Starting materials: ClC(C(=O)Cl)(Cl)Cl (trichloroacetyl chloride), CN1C=CC=C1 (N-methylpyrrole), C(O)([O-])=O.[Na+] (sodium hydrogen carbonate). Solvent: C(Cl)Cl (methylene chloride). Run at time 16 hour. The product is ClC(C(=O)C=1N(C=CC1)C)(Cl)Cl (2,2,2-trichloro-1-(methyl-1H-pyrrol-2-yl)ethanone). Isolated yield 72.0%. RXN SMILES: [CH3:1][N:2]1[CH:6]=[CH:5][CH:4]=[CH:3]1.[Cl:7][C:8]([Cl:13])([Cl:12])[C:9](Cl)=[O:10].C(=O)([O-])O.[Na+]>C(Cl)Cl>[Cl:7][C:8]([Cl:13])([Cl:12])[C:9]([C:3]1[N:2]([CH3:1])[CH:6]=[CH:5][CH:4]=1)=[O:10] |f:2.3|. Procedure: Under an ice cooling, N-methylpyrrole (8.10 g, 100 mmol) was dissolved in methylene chloride (100 ml), and trichloroacetyl chloride (20.00 g, 115 mmol) was added thereto. Thereafter, the mixture was stirred at a room temperature for 16 hours. A saturated sodium hydrogen carbonate aqueous solution was added to the mixture. The organic phase was collected by separation, washed with water, and dried over anhydrous magnesium sulfate. The solvent was distilled off. Thus, 2,2,2-trichloro-1-(methyl-1H-...